This data is from the Open Reaction Database (ORD), a public repository of structured organic reaction records. The task is: describe an organic reaction: reactants, conditions, products, and yield Reactants: C(C(=O)Cl)(=O)Cl (oxalyl chloride), ice, C(C)(=O)OCC1CC=2N(C3=CC=CC=C3C2)CC1 (8-(acetoxymethyl)-6,7,8,9-tetrahydropyrido[1,2-a]indole), ClCCl (dichloromethane). Conditions: time 2 hour. Product: C(C)(=O)OCC1CC=2N(C3=CC=CC=C3C2C=2C(OC(C2C2=C(C=CC=C2)Cl)=O)=O)CC1 (3-[8-(acetoxymethyl)-6,7,8,9-tetrahydropyrido[1,2-a]indol-10-yl]-4-(2-chlorophenyl)furan-2,5-dione). As a reaction SMILES: [C:1](Cl)(=[O:5])[C:2](Cl)=O.[C:7]([O:10][CH2:11][CH:12]1[CH2:24][CH2:23][N:15]2[C:16]3[C:21]([CH:22]=[C:14]2[CH2:13]1)=[CH:20][CH:19]=[CH:18][CH:17]=3)(=[O:9])[CH3:8].Cl[CH2:26][Cl:27]>>[C:7]([O:10][CH2:11][CH:12]1[CH2:24][CH2:23][N:15]2[C:16]3[C:21]([C:22]([C:8]4[C:7](=[O:9])[O:10][C:1](=[O:5])[C:2]=4[C:23]4[CH:24]=[CH:12][CH:13]=[CH:14][C:26]=4[Cl:27])=[C:14]2[CH2:13]1)=[CH:20][CH:19]=[CH:18][CH:17]=3)(=[O:9])[CH3:8]. Procedure: 2.2 g of oxalyl chloride were added to an ice-cold solution of 4 g of 8-(acetoxymethyl)-6,7,8,9-tetrahydropyrido[1,2-a]indole in 50 ml of dichloromethane. After 2 hours, the solvent was evaporated and the residue was dissolved in dichloromethane. This solution was added to a solution of 3.0 g of 2-chlorophenylacetic acid and 4.0 g of triethylamine in dichloromethane. The mixture was stirred for 16 hours and then concentrated. Chromatography of the residue on silica gel with dichloromethane/metha...